Dataset: the Open Reaction Database (ORD), a public repository of structured organic reaction records. Task: describe an organic reaction: reactants, conditions, products, and yield The reactants are ice water, OC=1C=CC2=C(N(C(C=3C=CC=NC23)=O)COC)C1 (8-hydroxy-6-(methoxymethyl)benzo[h][1,6]naphthyridine-5(6H)-one), C([O-])([O-])=O.[K+].[K+] (potassium carbonate), CN(CCCl)C (2-(dimethylamino)ethyl chloride). The solvent is CN(C=O)C (N,N-dimethylformamide). Run at temperature 90 celsius, time 2 hour. Product: CN(CCOC=1C=CC2=C(N(C(C=3C=CC=NC23)=O)COC)C1)C (8-[2-(Dimethylamino)ethoxy]-6-(methoxymethyl)benzo[h][1,6]naphthyridine-5(6H)-one). Yield: 73.6%. As a reaction SMILES: [OH:1][C:2]1[CH:3]=[CH:4][C:5]2[C:14]3[N:13]=[CH:12][CH:11]=[CH:10][C:9]=3[C:8](=[O:15])[N:7]([CH2:16][O:17][CH3:18])[C:6]=2[CH:19]=1.C(=O)([O-])[O-].[K+].[K+].[CH3:26][N:27]([CH3:31])[CH2:28][CH2:29]Cl>CN(C)C=O>[CH3:26][N:27]([CH3:31])[CH2:28][CH2:29][O:1][C:2]1[CH:3]=[CH:4][C:5]2[C:14]3[N:13]=[CH:12][CH:11]=[CH:10][C:9]=3[C:8](=[O:15])[N:7]([CH2:16][O:17][CH3:18])[C:6]=2[CH:19]=1 |f:1.2.3|. Reported procedure: 8-hydroxy-6-(methoxymethyl)benzo[h][1,6]naphthyridine-5(6H)-one (58 mg, 0.22 mmol) and potassium carbonate (94 mg, 0.67 mmol) were dissolved in N,N-dimethylformamide (5 ml) and added with 2-(dimethylamino)ethyl chloride (39 mg, 0.0.27 mmol). The resulting mixture was stirred for 2 hours at 90° C. and poured into ice water. The mixture was extracted with chloroform, dried over anhydrous sodium sulfate, and concentrated to dryness. The residue was then purified by flash column chromatography (chlo... Starting materials: C(C)(=O)OCC (ethyl acetate), intermediate, N-[(1,1-dimethylethoxy)carbonyl]amino-(2S,3R)-(+)-6-oxo-2,3-diphenyl-4-morpholinecarboxylate, C(C=CC1=CC=CC=C1)Br (cinnamyl bromide), C[Si]([N-][Si](C)(C)C)(C)C.[Na+] (sodium hexamethyldisilazide). Run in C(Cl)Cl (CH2Cl2), C(=O)(C(F)(F)F)O (TFA), C1CCOC1 (THF). Run at time 30 minute. Yields the product N[C@@H](C(=O)O)CCCC1=CC=CC=C1 ((2R)-2-amino-5-phenyl-pentanoic acid). Reaction SMILES: [CH2:1](Br)[CH:2]=[CH:3][C:4]1[CH:9]=[CH:8][CH:7]=[CH:6][CH:5]=1.C[Si](C)(C)[N-:13][Si](C)(C)C.[Na+].[C:21]([O:24]CC)(=[O:23])[CH3:22]>C1COCC1.C(Cl)Cl.C(O)(C(F)(F)F)=O>[NH2:13][C@H:22]([CH2:1][CH2:2][CH2:3][C:4]1[CH:9]=[CH:8][CH:7]=[CH:6][CH:5]=1)[C:21]([OH:24])=[O:23] |f:1.2|. Procedure: To a stirred solution of N-[(1,1-dimethylethoxy)carbonyl]amino-(2S,3R)-(+)-6-oxo-2,3-diphenyl-4-morpholinecarboxylate, (1.0 g, 2.8 mmol) and cinnamyl bromide (2.78 g, 14 mmol) in dry THF (70 mL) at -78° C., was added dropwise sodium hexamethyldisilazide (5.6 mL; 1.0M solution in hexane). The reaction mixture was stirred for 30 minutes, then poured into ethyl acetate (150 mL) and washed with brine, dried over anhydrous magnesium sulfate, filtered and evaporated. The crude product was first washed... The reactants are C=O (Formaldehyde), C(#N)B.[Na] (sodium cyanoboron hydride), C(C)#N (acetonitrile), FC=1C=C(C=CC1N1CCC(CC1)NC)N1C(O[C@H](C1)CNC(C)=O)=O ((S)-N-{3-[3-fluoro-4-(4-methylamino-piperidin-1-yl)-phenyl]-2-oxo-oxazolidin-5-ylmethyl}-acetamide). Run in CO (Methanol). Reaction conditions: time 48 hour. Yields the product CN(C1CCN(CC1)C1=C(C=C(C=C1)N1C(O[C@H](C1)CNC(C)=O)=O)F)C ((S)-N-{3-[4-(4-dimethylamino-piperidin-1-yl)-3-fluoro-phenyl]-2-oxo-oxazolidin-5-ylmethyl}-acetamide). Yield: 87.4%. Reaction SMILES: C=O.[C:3](B)#N.[Na].C(#N)C.[F:10][C:11]1[CH:12]=[C:13]([N:25]2[CH2:29][C@H:28]([CH2:30][NH:31][C:32](=[O:34])[CH3:33])[O:27][C:26]2=[O:35])[CH:14]=[CH:15][C:16]=1[N:17]1[CH2:22][CH2:21][CH:20]([NH:23][CH3:24])[CH2:19][CH2:18]1>CO>[CH3:24][N:23]([CH3:3])[CH:20]1[CH2:19][CH2:18][N:17]([C:16]2[CH:15]=[CH:14][C:13]([N:25]3[CH2:29][C@H:28]([CH2:30][NH:31][C:32](=[O:34])[CH3:33])[O:27][C:26]3=[O:35])=[CH:12][C:11]=2[F:10])[CH2:22][CH2:21]1 |f:1.2,^1:5|. Reported procedure: Formaldehyde (37% aq. sol., 0.4 ml) and sodium cyanoboron hydride (138 mg) were successively added to an acetonitrile suspension (3 ml) of 400 mg of the (S)-N-{3-[3-fluoro-4-(4-methylamino-piperidin-1-yl)-phenyl]-2-oxo-oxazolidin-5-ylmethyl}-acetamide (Compound No. 70) which was synthesized in Example 18, and the mixture was stirred at room temperature for 48 h. Methanol was added and the mixture was stirred for 10 min. Thereafter, alumina (5 g) was added and the residue was evaporated under vac... Reactants: OC(CC#N)(CC#N)C (3-hydroxy-3-methylglutaronitrile), OO (hydrogen peroxide), C(=O)[O-] (formate), peroxide. Run in [OH-].[Na+] (sodium hydroxide), O (water). Yields the product OC(CC(=O)N)(CC(=O)O)C (3-hydroxy-3-methylglutaric acid monoamide). As a reaction SMILES: [OH:1][C:2]([CH3:9])([CH2:6]C#N)[CH2:3][C:4]#[N:5].[OH:10]O.[CH:12]([O-:14])=[O:13]>[OH-].[Na+].O>[OH:1][C:2]([CH3:9])([CH2:6][C:12]([OH:14])=[O:13])[CH2:3][C:4]([NH2:5])=[O:10] |f:3.4|. Procedure: A solution of 12.4 g (0.10 moles) of 3-hydroxy-3-methylglutaronitrile in 107 ml of 1.3 M sodium hydroxide is stirred at room temperature while 17.4 ml (0.20 moles) of 30% hydrogen peroxide is slowly added. After the addition of peroxide, the mixture is heated to boiling and boiling is maintained for 2 hours. Thereafter the mixture is cooled, diluted to 1 liter with water and passed through a 200 ml column of Dowex 2 resin in the formate form. The column is then washed with 1 liter of water. Ther... Starting materials: [Cl-].[NH4+] (ammonium chloride), COC1CCCC1 (Cyclopentyl methyl ether), BrC1=CC=C(C=C1)Br (1,4-dibromobenzene), brine ice, C(C)(C)[Mg]Cl (isopropylmagnesium chloride), O1CCCC1 (tetrahydrofuran), C(CCC)[Li] (n-butyllithium), CCCCCC (hexane), C(C=C)Br (allyl bromide). Run in C(C)OCC (Diethyl ether). Run at temperature -10 celsius, time 2 hour. The product is crude product, C(C=C)C1=CC=C(C=C1)Br (1-allyl-4-bromobenzene). The yield is 103.0%. As a reaction SMILES: CO[CH:3]1[CH2:7]CC[CH2:4]1.Br[C:9]1[CH:14]=[CH:13][C:12]([Br:15])=[CH:11][CH:10]=1.C([Mg]Cl)(C)C.O1CCCC1.C([Li])CCC.CCCCCC.C(Br)C=C.[Cl-].[NH4+]>C(OCC)C>[CH2:7]([C:9]1[CH:14]=[CH:13][C:12]([Br:15])=[CH:11][CH:10]=1)[CH:3]=[CH2:4] |f:7.8|. Procedure details: Cyclopentyl methyl ether (CPME) (90 ml) was added to 1,4-dibromobenzene (1) (15 g, 15.9 mmol) under a nitrogen atmosphere, the mixture was cooled to around −10° C. with brine ice, a solution of 2 M isopropylmagnesium chloride in tetrahydrofuran (THF) (iPrMgCl solution) (0.35 equivalent amount, 11.2 ml) and a solution of 1.67 M n-butyllithium in hexane (nBuLi solution) (0.7 equivalent amount, 26.8 ml) were respectively added dropwise. The mixture was stirred at around −10° C. for 2 hours, allyl b... Reactants: C(C1=CC=CC=C1)OCC(NC(=O)OC(C)(C)C)C=1NC(=CC1C(=O)OCC)C1=C2N=C(C(=NC2=CC=C1)C)NC(C)(C)C (ethyl 2-(2-(benzyloxy)-1-((tert-butoxycarbonyl)amino)ethyl)-5-(3-(tert-butylamino)-2-methylquinoxalin-5-yl)-1H-pyrrole-3-carboxylate), [Li+].[OH-] (LiOH), O1CCOCC1 (dioxane), O (water), Cl (HCl). Conditions: temperature 100 celsius, time 2 hour. Product: Cl.NC(COCC1=CC=CC=C1)C=1NC(=CC1C(=O)O)C1=C2N=C(C(=NC2=CC=C1)C)NC(C)(C)C (2-(1-amino-2-(benzyloxy)ethyl)-5-(3-(tert-butylamino)-2-methylquinoxalin-5-yl)-1H-pyrrole-3-carboxylic acid hydrochloride). RXN SMILES: [CH2:1]([O:8][CH2:9][CH:10]([C:19]1[NH:20][C:21]([C:29]2[CH:38]=[CH:37][CH:36]=[C:35]3[C:30]=2[N:31]=[C:32]([NH:40][C:41]([CH3:44])([CH3:43])[CH3:42])[C:33]([CH3:39])=[N:34]3)=[CH:22][C:23]=1[C:24]([O:26]CC)=[O:25])[NH:11]C(OC(C)(C)C)=O)[C:2]1[CH:7]=[CH:6][CH:5]=[CH:4][CH:3]=1.[Li+].[OH-].O1CCOCC1.O.[ClH:54]>>[ClH:54].[NH2:11][CH:10]([C:19]1[NH:20][C:21]([C:29]2[CH:38]=[CH:37][CH:36]=[C:35]3[C:30]=2[N:31]=[C:32]([NH:40][C:41]([CH3:44])([CH3:43])[CH3:42])[C:33]([CH3:39])=[N:34]3)=[CH:22][C:23]=1[C:24]([OH:26])=[O:25])[CH2:9][O:8][CH2:1][C:2]1[CH:7]=[CH:6][CH:5]=[CH:4][CH:3]=1 |f:1.2,6.7|. Procedure: To a 50-mL round bottomed flask was added ethyl 2-(2-(benzyloxy)-1-((tert-butoxycarbonyl)amino)ethyl)-5-(3-(tert-butylamino)-2-methylquinoxalin-5-yl)-1H-pyrrole-3-carboxylate (468b) (0.97 g, 1.61 mmol), LiOH hydrated (0.34 g, 8.04 mmol), dioxane (10 mL), and water (10 mL). The reaction mixture was heated at 100° C. for 24 h and cooled to RT. The solvent was removed and the product used without further purification. The yellow solid obtained was suspended in HCl (10 mL, 4 N in dioxane) and the re... The reactants are CCOC(=O)c1c(O)c2cc(C)ccc2n(Cc2ccc(F)cc2)c1=O, Cc1ccccc1, NC1CCCCC1, O. RXN SMILES: [CH2:8]([O:10][C:11](=[O:9])[c:13]1[c:14](=[O:33])[n:15]([CH2:25][c:26]2[cH:27][cH:28][c:29]([F:32])[cH:30][cH:31]2)[c:16]2[cH:17][cH:18][c:19]([CH3:24])[cH:20][c:21]2[c:22]1[OH:23])[CH3:12].[CH3:34][c:35]1[cH:36][cH:37][cH:38][cH:39][cH:40]1.[NH2:1][CH:2]1[CH2:3][CH2:4][CH2:5][CH2:6][CH2:7]1.[OH2:41]>>[NH:1]([CH:2]1[CH2:3][CH2:4][CH2:5][CH2:6][CH2:7]1)[C:11](=[O:10])[c:13]1[c:14](=[O:33])[n:15]([CH2:25][c:26]2[cH:27][cH:28][c:29]([F:32])[cH:30][cH:31]2)[c:16]2[cH:17][cH:18][c:19]([CH3:24])[cH:20][c:21]2[c:22]1[OH:23]. Product: Cc1ccc2c(c1)c(O)c(C(=O)NC1CCCCC1)c(=O)n2Cc1ccc(F)cc1. As a reaction SMILES: [Br:1][CH2:2][CH2:3][CH:4]([C:5](=[O:6])[O:7][CH3:8])[S:9](=[O:10])(=[O:11])[OH:12].[C:13]([CH3:14])(=[S:15])[OH:16].[CH2:26]1[O:27][CH2:28][CH2:29][CH2:30]1.[CH:17]([N:18]([CH2:19][CH3:20])[CH:21]([CH3:22])[CH3:23])([CH3:24])[CH3:25]>>[CH2:2]([CH2:3][CH:4]([C:5](=[O:6])[O:7][CH3:8])[S:9](=[O:10])(=[O:11])[OH:12])[S:15][C:13]([CH3:14])=[O:16]. The reactants are COC(=O)C(CCBr)S(=O)(=O)O, CC(O)=S, C1CCOC1, CCN(C(C)C)C(C)C. Yields the product COC(=O)C(CCSC(C)=O)S(=O)(=O)O. The reactants are O=C1CCC(=O)N1Br, ClCCl, Cc1cc(CC(NC(=O)OC(C)(C)C)c2nccn2Cc2cc(F)cc(F)c2)cc2cn(COCC[Si](C)(C)C)nc12. Product: Cc1cc(CC(NC(=O)OC(C)(C)C)c2ncc(Br)n2Cc2cc(F)cc(F)c2)cc2cn(COCC[Si](C)(C)C)nc12. Reaction SMILES: [Br:43][N:44]1[C:45](=[O:46])[CH2:47][CH2:48][C:49]1=[O:50].[CH2:51]([Cl:52])[Cl:53].[F:1][c:2]1[cH:3][c:4]([CH2:5][n:6]2[c:7]([CH:11]([CH2:12][c:13]3[cH:14][c:15]4[cH:16][n:17]([CH2:23][O:24][CH2:25][CH2:26][Si:27]([CH3:28])([CH3:29])[CH3:30])[n:18][c:19]4[c:20]([CH3:22])[cH:21]3)[NH:31][C:32]([O:33][C:34]([CH3:35])([CH3:36])[CH3:37])=[O:38])[n:8][cH:9][cH:10]2)[cH:39][c:40]([F:42])[cH:41]1>>[F:1][c:2]1[cH:3][c:4]([CH2:5][n:6]2[c:7]([CH:11]([CH2:12][c:13]3[cH:14][c:15]4[cH:16][n:17]([CH2:23][O:24][CH2:25][CH2:26][Si:27]([CH3:28])([CH3:29])[CH3:30])[n:18][c:19]4[c:20]([CH3:22])[cH:21]3)[NH:31][C:32]([O:33][C:34]([CH3:35])([CH3:36])[CH3:37])=[O:38])[n:8][cH:9][c:10]2[Br:43])[cH:39][c:40]([F:42])[cH:41]1. Reactants: ferric trichloride, ClCCl (dichloromethane), CC1(C2=C(C(C=3C4=CC=C(C=C4NC13)C#N)=O)C=CC(=C2)OC2COC(OC2)C2=CC=CC=C2)C (6,6-dimethyl-11-oxo-8-(2-phenyl-[1,3]dioxan-5-yloxy)-6,11-dihydro-5H-benzo[b]carbazole-3-carbonitrile). Run in O (water). Conditions: time 1 hour. The product is OCC(OC=1C=CC2=C(C(C=3NC4=CC(=CC=C4C3C2=O)C#N)(C)C)C1)CO (8-(2-Hydroxy-1-hydroxymethylethoxy)-6,6-dimethyl-11-oxo-6,11-dihydro-5H-benzo[b]carbazole-3-carbonitrile). Isolated yield 66.4%. RXN SMILES: ClCCl.[CH3:4][C:5]1([CH3:38])[C:17]2[NH:16][C:15]3[C:10](=[CH:11][CH:12]=[C:13]([C:18]#[N:19])[CH:14]=3)[C:9]=2[C:8](=[O:20])[C:7]2[CH:21]=[CH:22][C:23]([O:25][CH:26]3[CH2:31][O:30]C(C4C=CC=CC=4)[O:28][CH2:27]3)=[CH:24][C:6]1=2>O>[OH:30][CH2:31][CH:26]([CH2:27][OH:28])[O:25][C:23]1[CH:22]=[CH:21][C:7]2[C:8](=[O:20])[C:9]3[C:10]4[C:15](=[CH:14][C:13]([C:18]#[N:19])=[CH:12][CH:11]=4)[NH:16][C:17]=3[C:5]([CH3:4])([CH3:38])[C:6]=2[CH:24]=1. Reported procedure: Anhydrous ferric trichloride (56 mg, 5 eq.) was added to the dichloromethane (2 mL) suspension of 6,6-dimethyl-11-oxo-8-(2-phenyl-[1,3]dioxan-5-yloxy)-6,11-dihydro-5H-benzo[b]carbazole-3-carbonitrile (Compound A7-13-1, 13 mg, 0.028 mmol), and stirred at room temperature for 1 hr. The reaction solution was added to water, and then extracted with ethyl acetate. The organic layer was washed with saturated brine and dried over sodium sulfate. The drying agent was removed by filtration and the residu...